This data is from the Open Reaction Database (ORD), a public repository of structured organic reaction records. The task is: describe an organic reaction: reactants, conditions, products, and yield Starting materials: C1COCCO1, CC(C)O, Clc1nccc2ccccc12, Cl, Cc1c(N)cccc1-c1ccc(C(N)=O)c2[nH]c3cc(C(=O)N4CCN(C)CC4)ccc3c12. The product is Cc1c(Nc2nccc3ccccc23)cccc1-c1ccc(C(N)=O)c2[nH]c3cc(C(=O)N4CCN(C)CC4)ccc3c12. RXN SMILES: [CH2:50]1[O:51][CH2:52][CH2:53][O:54][CH2:55]1.[CH:46]([OH:47])([CH3:48])[CH3:49].[Cl:34][c:35]1[n:36][cH:37][cH:38][c:39]2[cH:40][cH:41][cH:42][cH:43][c:44]12.[ClH:45].[NH2:1][c:2]1[c:3]([CH3:33])[c:4](-[c:8]2[cH:9][cH:10][c:11]([C:30](=[O:31])[NH2:32])[c:12]3[nH:13][c:14]4[cH:15][c:16]([C:21](=[O:22])[N:23]5[CH2:24][CH2:25][N:26]([CH3:29])[CH2:27][CH2:28]5)[cH:17][cH:18][c:19]4[c:20]23)[cH:5][cH:6][cH:7]1>>[NH:1]([c:2]1[c:3]([CH3:33])[c:4](-[c:8]2[cH:9][cH:10][c:11]([C:30](=[O:31])[NH2:32])[c:12]3[nH:13][c:14]4[cH:15][c:16]([C:21](=[O:22])[N:23]5[CH2:24][CH2:25][N:26]([CH3:29])[CH2:27][CH2:28]5)[cH:17][cH:18][c:19]4[c:20]23)[cH:5][cH:6][cH:7]1)[c:35]1[n:36][cH:37][cH:38][c:39]2[cH:40][cH:41][cH:42][cH:43][c:44]12. Reactants: C(CCC)[Li] (n-Butyllithium), CC=1N=CSC1 (4-methylthiazole), C[Si](C)(C)Cl (trimethylsilylchloride). Run in C(C)OCC (diethyl ether). Conditions: time 30 minute. The product is CC=1N=C(SC1)[Si](C)(C)C (4-Methyl-2-trimethylsilylthiazole). RXN SMILES: C([Li])CCC.[CH3:6][C:7]1[N:8]=[CH:9][S:10][CH:11]=1.[CH3:12][Si:13](Cl)([CH3:15])[CH3:14]>C(OCC)C>[CH3:6][C:7]1[N:8]=[C:9]([Si:13]([CH3:15])([CH3:14])[CH3:12])[S:10][CH:11]=1. Procedure details: n-Butyllithium (2.5M solution in hexane, 1.1 equivalents) was added dropwise to a solution of 4-methylthiazole (1.0 equivalent) in dry diethyl ether at -70° C. under an atmosphere of dry nitrogen. After 30 minutes, trimethylsilylchloride (1.0 equivalent) was added dropwise. The mixture was allowed to warm to room temperature and was then quenched by the addition of saturated aqueous sodium hydrogen carbonate. Work-up in the normal fashion and vacuum distillation then gave the title compound. B.p... Yields the product COC1=CC=2CCN3C[C@H]4CCCN([C@H]4C[C@H]3C2C=C1)S(=O)(=O)C ((8aR,12aS,13aS)-3-methoxy-12-methanesulfonyl-5,6,8a,9,10,11,12,12a,13,13a-decahydro-8H-isoquino[2,1-g][1,6]naphthyridine). As a reaction SMILES: Cl.[CH3:2][O:3][C:4]1[CH:21]=[CH:20][C:19]2[C@H:18]3[N:9]([CH2:10][C@@H:11]4[C@H:16]([CH2:17]3)[N:15]([S:22]([CH3:25])(=[O:24])=[O:23])[CH2:14][CH2:13][CH2:12]4)[CH2:8][CH2:7][C:6]=2[CH:5]=1.C(=O)([O-])[O-].[K+].[K+]>C(OCC)(=O)C>[CH3:2][O:3][C:4]1[CH:21]=[CH:20][C:19]2[C@H:18]3[N:9]([CH2:10][C@@H:11]4[C@H:16]([CH2:17]3)[N:15]([S:22]([CH3:25])(=[O:24])=[O:23])[CH2:14][CH2:13][CH2:12]4)[CH2:8][CH2:7][C:6]=2[CH:5]=1 |f:0.1,2.3.4|. Procedure details: (8aR,12aS,13aS)-3-methoxy-12-methanesulfonyl-5,6,8a,9,10,11,12,12a,13,13a-decahydro-8H-isoquino[2,1-g][1,6]naphthyridine hydrochloride suspended in 50 ml of ethyl acetate is stirred with excess dilute aqueous potassium carbonate solution until the salt is completely dissolved. The organic layer is then separated, washed twice with water, dried over magnesium sulfate and evaporated to yield (8aR,12aS,13aS)-3-methoxy-12-methanesulfonyl-5,6,8a,9,10,11,12,12a,13,13a-decahydro-8H-isoquino[2,1-g][1,6]... The reactants are Cl.COC1=CC=2CCN3C[C@H]4CCCN([C@H]4C[C@H]3C2C=C1)S(=O)(=O)C ((8aR,12aS,13aS)-3-methoxy-12-methanesulfonyl-5,6,8a,9,10,11,12,12a,13,13a-decahydro-8H-isoquino[2,1-g][1,6]naphthyridine hydrochloride), C([O-])([O-])=O.[K+].[K+] (potassium carbonate). The solvent is C(C)(=O)OCC (ethyl acetate). Reactants: C1(=CC=CC=C1)C1CC(N(C(C1)=O)C1=CC=NC=C1)=O (4-phenyl-1-(4-pyridyl)-piperidin-2,6-dione). Reagents/catalysts: [Pd] (palladium on carbon). Solvent: C(C)(=O)O (acetic acid). Reaction conditions: time 8 hour. Yields the product C1(=CC=CC=C1)C1CC(N(C(C1)=O)C1CCNCC1)=O (4-phenyl-1-(4-piperidinyl)-piperidin-2,6-dione). As a reaction SMILES: [C:1]1([CH:7]2[CH2:12][C:11](=[O:13])[N:10]([C:14]3[CH:19]=[CH:18][N:17]=[CH:16][CH:15]=3)[C:9](=[O:20])[CH2:8]2)[CH:6]=[CH:5][CH:4]=[CH:3][CH:2]=1>[Pd].C(O)(=O)C>[C:1]1([CH:7]2[CH2:8][C:9](=[O:20])[N:10]([CH:14]3[CH2:15][CH2:16][NH:17][CH2:18][CH2:19]3)[C:11](=[O:13])[CH2:12]2)[CH:2]=[CH:3][CH:4]=[CH:5][CH:6]=1. Procedure: The mixture of 14.6 g of 4-phenyl-1-(4-pyridyl)-piperidin-2,6-dione, 12.3 g of 10% palladium on carbon and 200 ml of glacial acetic acid is hydrogenated at 1.7 atm. and 100° for 8 hours. After cooling, the mixture is filtered, evaporated, the residue dissolved in the minimum amount of water and the solution basified with sodium carbonate. It is extracted with ethyl acetate, the extract evaporated and the residue crystallized by trituration with 75 ml of diethyl ether-hexane (3:1) and recrystalli...